From a dataset of the Open Reaction Database (ORD), a public repository of structured organic reaction records. describe an organic reaction: reactants, conditions, products, and yield As a reaction SMILES: [Cl:1][C:2]1[CH:7]=[CH:6][N:5]=[C:4]([C:8]2[CH:13]=[CH:12][N:11]=[C:10](O)[N:9]=2)[CH:3]=1.P(Cl)(Cl)([Cl:17])=O>>[Cl:17][C:10]1[N:9]=[C:8]([C:4]2[CH:3]=[C:2]([Cl:1])[CH:7]=[CH:6][N:5]=2)[CH:13]=[CH:12][N:11]=1. Product: ClC1=NC=CC(=N1)C1=NC=CC(=C1)Cl (2-chloro-4-(4-chloro-pyridin-2-yl)-pyrimidine). Procedure: A mixture of 10 g I.28 (4-(4-chloro-pyridin-2-yl)-pyrimidin-2-ol) in 100 ml phosphorus oxychloride was stirred for 3 h at reflux. The solvent was evaporated and the crude 8.1 was used in the next step without purification. Reaction conditions: time 3 hour. Reactants: ClC1=CC(=NC=C1)C1=NC(=NC=C1)O (4-(4-chloro-pyridin-2-yl)-pyrimidin-2-ol), P(=O)(Cl)(Cl)Cl (phosphorus oxychloride).